Dataset: the Open Reaction Database (ORD), a public repository of structured organic reaction records. Task: describe an organic reaction: reactants, conditions, products, and yield The reactants are C(C=C)ON(S(=O)(=O)C1=C(C=CC=C1)[N+](=O)[O-])[C@@H]1C(=C[C@H](NC1)C(=O)N)C ((2S,5R)-5-(N-(allyloxy)-2-nitrophenylsulfonamido)-4-methyl-1,2,5,6-tetrahydropyridine-2-carboxamide), C(C=C)ON(S(=O)(=O)C1=C(C=CC=C1)[N+](=O)[O-])[C@@H]1C(=C[C@H](N(C1)C(=O)OC(C)(C)C)C(N)=O)C1CC1 ((2S,5R)-tert-butyl 5-(N-(allyloxy)-2-nitrophenylsulfonamido)-2-carbamoyl-4-cyclopropyl-5,6-dihydropyridine-1(2H)-carboxylate), C(C=C)ON(S(=O)(=O)C1=C(C=CC=C1)[N+](=O)[O-])[C@@H]1C(=C[C@H](N(C1)C(=O)OC(C)(C)C)C(N)=O)C1CC1 ((2S,5R)-tert-butyl 5-(N-(allyloxy)-2-nitrophenylsulfonamido)-2-carbamoyl-4-cyclopropyl-5,6-dihydropyridine-1(2H)-carboxylate). Product: C(C=C)ON(S(=O)(=O)C1=C(C=CC=C1)[N+](=O)[O-])[C@@H]1C(=C[C@H](NC1)C(=O)N)C1CC1 ((2S,5R)-5-(N-(allyloxy)-2-nitrophenylsulfonamido)-4-cyclopropyl-1,2,5,6-tetrahydropyridine-2-carboxamide), foam. The yield is 80.0%. RXN SMILES: [CH2:1]([O:4][N:5]([C@H:18]1[CH2:23][N:22](C(OC(C)(C)C)=O)[C@H:21]([C:31](=[O:33])[NH2:32])[CH:20]=[C:19]1[CH:34]1[CH2:36][CH2:35]1)[S:6]([C:9]1[CH:14]=[CH:13][CH:12]=[CH:11][C:10]=1[N+:15]([O-:17])=[O:16])(=[O:8])=[O:7])[CH:2]=[CH2:3].C(ON([C@H]1CN[C@H](C(N)=O)C=C1C)S(C1C=CC=CC=1[N+]([O-])=O)(=O)=O)C=C>>[CH2:1]([O:4][N:5]([C@H:18]1[CH2:23][NH:22][C@H:21]([C:31]([NH2:32])=[O:33])[CH:20]=[C:19]1[CH:34]1[CH2:35][CH2:36]1)[S:6]([C:9]1[CH:14]=[CH:13][CH:12]=[CH:11][C:10]=1[N+:15]([O-:17])=[O:16])(=[O:8])=[O:7])[CH:2]=[CH2:3]. Procedure details: The title compound was prepared from (2S,5R)-tert-butyl 5-(N-(allyloxy)-2-nitrophenylsulfonamido)-2-carbamoyl-4-cyclopropyl-5,6-dihydropyridine-1(2H)-carboxylate (Intermediate 268, 1.47 g, 2.81 mmol) following the procedure described for Intermediate 21. The desired product was obtained as a light yellow foam (0.95 g, 80%).